Task: describe an organic reaction: reactants, conditions, products, and yield. Dataset: the Open Reaction Database (ORD), a public repository of structured organic reaction records The reactants are [BH4-].[Na+] (sodium borohydride), CC(C(CC1=NC=CN=C1)=O)(OC1=CC=C(C#N)C=C1)C (4-[1,1-dimethyl-2-oxo-3-(2-pyrazinyl)propoxy]benzonitrile). Run in C(C)O (ethanol), O (water). Reaction conditions: temperature 20 celsius, time 1.5 hour. Yields the product OC(C(OC1=CC=C(C#N)C=C1)(C)C)CC1=NC=CN=C1 (4-[2-hydroxy-1,1-dimethyl-3-(2-pyrazinyl)propoxy]benzonitrile). Yield: 62.8%. RXN SMILES: [BH4-].[Na+].[CH3:3][C:4]([CH3:23])([O:14][C:15]1[CH:22]=[CH:21][C:18]([C:19]#[N:20])=[CH:17][CH:16]=1)[C:5](=[O:13])[CH2:6][C:7]1[CH:12]=[N:11][CH:10]=[CH:9][N:8]=1>C(O)C.O>[OH:13][CH:5]([CH2:6][C:7]1[CH:12]=[N:11][CH:10]=[CH:9][N:8]=1)[C:4]([CH3:3])([CH3:23])[O:14][C:15]1[CH:16]=[CH:17][C:18]([C:19]#[N:20])=[CH:21][CH:22]=1 |f:0.1|. Reported procedure: 0.107 g of sodium borohydride was added to a stirred suspension of 0.79 g of 4-[1,1-dimethyl-2-oxo-3-(2-pyrazinyl)propoxy]benzonitrile in 20 ml of ethanol. The mixture was stirred at 20° C. for 1.5 hours and was then diluted with water. The solution was extracted with ethyl acetate and the organic phase was then washed with sodium chloride solution and evaporated to give 0.5 g of 4-[2-hydroxy-1,1-dimethyl-3-(2-pyrazinyl)propoxy]benzonitrile in the form of a white solid of melting point 94°-95° C... Starting materials: solution, C(CCC)C=1NC2=CC=C(C=C2C(N1)=O)C=O (2-butyl-1,4-dihydro-4-oxo-6-quinazoline-carboxaldehyde), C[Mg]Br (methylmagnesium bromide). The solvent is C(C)OCC (diethyl ether), O1CCCC1 (tetrahydrofuran). Reaction conditions: temperature 0 celsius, time 30 minute. The product is C(CCC)C=1NC2=CC=C(C=C2C(N1)=O)C(C)O (2-Butyl-6-(1-hydroxyethyl)-4(1H)-quinazolinone). RXN SMILES: [CH2:1]([C:5]1[NH:6][C:7]2[C:12]([C:13](=[O:15])[N:14]=1)=[CH:11][C:10]([CH:16]=[O:17])=[CH:9][CH:8]=2)[CH2:2][CH2:3][CH3:4].[CH3:18][Mg]Br>O1CCCC1.C(OCC)C>[CH2:1]([C:5]1[NH:6][C:7]2[C:12]([C:13](=[O:15])[N:14]=1)=[CH:11][C:10]([CH:16]([OH:17])[CH3:18])=[CH:9][CH:8]=2)[CH2:2][CH2:3][CH3:4]. Reported procedure: To a solution of 0.60 g of 2-butyl-1,4-dihydro-4-oxo-6-quinazoline-carboxaldehyde in 30 ml of dry tetrahydrofuran, cooled to 0° C. is added dropwise, 2.61 ml of a 3.0M solution of methylmagnesium bromide in diethyl ether. The reaction is stirred at 0° C. for 30 minutes and then quenched with 10 ml of aqueous ammonium chloride. After diluting with 10 ml of water, the reaction mixture is extracted with 9:1 chloroform-methanol. The combined extracts are dried with magnesium sulfate, filtered and co... Starting materials: N1=CC=CC=C1 (pyridine), C(C(C)(C)C)(=O)Cl (pivaloyl chloride), ClC1=C(CN2C(=NC=3C2=NC(=CC3)C(NS(=O)(=O)CCCCC)=O)C)C=CC(=C1)NC (3-(2-chloro-4-(methylamino)benzyl)-2-methyl-5-(1-pentanesulfonylcarbamoyl)-3H-imidazo[4,5-b]pyridine). Solvent: C(Cl)(Cl)Cl (chloroform), ClCCl (dichloromethane). Conditions: time 2 day. Product: ClC1=C(CN2C(=NC=3C2=NC(=CC3)C(NS(=O)(=O)CCCCC)=O)C)C=CC(=C1)N(C(C(C)(C)C)=O)C (3-(2-chloro-4-(methyl(pivaloyl)amino)benzyl)-2-methyl-5-(1-pentanesulfonylcarbamoyl)-3H-imidazo[4,5-b]pyridine). The yield is 89.6%. RXN SMILES: [Cl:1][C:2]1[CH:29]=[C:28]([NH:30][CH3:31])[CH:27]=[CH:26][C:3]=1[CH2:4][N:5]1[C:9]2=[N:10][C:11]([C:14](=[O:24])[NH:15][S:16]([CH2:19][CH2:20][CH2:21][CH2:22][CH3:23])(=[O:18])=[O:17])=[CH:12][CH:13]=[C:8]2[N:7]=[C:6]1[CH3:25].N1C=CC=CC=1.[C:38](Cl)(=[O:43])[C:39]([CH3:42])([CH3:41])[CH3:40]>ClCCl.C(Cl)(Cl)Cl>[Cl:1][C:2]1[CH:29]=[C:28]([N:30]([CH3:31])[C:38](=[O:43])[C:39]([CH3:42])([CH3:41])[CH3:40])[CH:27]=[CH:26][C:3]=1[CH2:4][N:5]1[C:9]2=[N:10][C:11]([C:14](=[O:24])[NH:15][S:16]([CH2:19][CH2:20][CH2:21][CH2:22][CH3:23])(=[O:18])=[O:17])=[CH:12][CH:13]=[C:8]2[N:7]=[C:6]1[CH3:25]. Procedure: To a suspension of 3-(2-chloro-4-(methylamino)benzyl)-2-methyl-5-(1-pentanesulfonylcarbamoyl)-3H-imidazo[4,5-b]pyridine (188 mg) in dichloromethane (1.9 ml) were added pyridine (58 mg) and pivaloyl chloride (65 mg) at room temperature and the mixture was stirred for 2 days. The reaction mixture was diluted with chloroform, washed successively with water and saturated brine, and dried over anhydrous magnesium sulfate. The solvent was evaporated and ethanol was added to the residue to give crude c... Starting materials: ClCCl, CC1C(=O)Oc2cc(N3CCOCC3)ccc21, ClC(Cl)Cl, Cl. Yields the product CC1C(=O)Oc2cc(N3CCOCC3)c(Cl)cc21. As a reaction SMILES: [CH2:23]([Cl:24])[Cl:25].[CH3:2][CH:3]1[C:4](=[O:18])[O:5][c:6]2[c:7]1[cH:8][cH:9][c:10]([N:12]1[CH2:13][CH2:14][O:15][CH2:16][CH2:17]1)[cH:11]2.[CH:19]([Cl:20])([Cl:21])[Cl:22].[Cl:1]>>[CH3:2][CH:3]1[C:4](=[O:18])[O:5][c:6]2[c:7]1[cH:8][c:9]([Cl:20])[c:10]([N:12]1[CH2:13][CH2:14][O:15][CH2:16][CH2:17]1)[cH:11]2. Starting materials: C1COCCO1, CN(C=O)c1ccccc1, C=COCCCC, O=C(OC(Cl)(Cl)Cl)OC(Cl)(Cl)Cl. Yields the product C=CC(=O)N(C)c1ccccc1. Reaction SMILES: [CH2:30]1[O:31][CH2:32][CH2:33][O:34][CH2:35]1.[CH3:1][N:2]([c:3]1[cH:4][cH:5][cH:6][cH:7][cH:8]1)[CH:9]=[O:10].[CH:11](=[CH2:12])[O:13][CH2:14][CH2:15][CH2:16][CH3:17].[Cl:18][C:19]([O:20][C:21](=[O:22])[O:23][C:24]([Cl:25])([Cl:26])[Cl:27])([Cl:28])[Cl:29]>>[CH3:1][N:2]([c:3]1[cH:4][cH:5][cH:6][cH:7][cH:8]1)[C:9](=[O:10])[CH:11]=[CH2:12]. Reactants: C([O-])([O-])=O.[K+].[K+] (potassium carbonate), ClC(=O)OC (Methyl chloroformate), NC1=C(C(=O)O)C=C(C=C1)I (2-amino-5-iodo-benzoic acid), C(C)(C)N(CC)C(C)C (di-iso-propyl ethyl amine), COC1=C(C=CC=C1)C1=CN(C2=NC=C(C=C21)B2OC(C(O2)(C)C)(C)C)S(=O)(=O)C2=CC=C(C=C2)C (3-(2-methoxy-phenyl)-5-(4,4,5,5-tetramethyl-[1,3,2]dioxaborolan-2-yl)-1-(toluene-4-sulfonyl)-1H-pyrrolo[2,3-b]pyridine). The solvent is ClCCl (dichloromethane). Conditions: time 4 hour. Yields the product COC(=O)NC1=C(C(=O)O)C=C(C=C1)C=1C=C2C(=NC1)N(C=C2C2=C(C=CC=C2)OC)S(=O)(=O)C2=CC=C(C=C2)C (2-methoxycarbonylamino-5-[3-(2-methoxy-phenyl)-1-(toluene-4-sulfonyl)-1H-pyrrolo[2,3-b]pyridin-5-yl]-benzoic acid). RXN SMILES: Cl[C:2]([O:4][CH3:5])=[O:3].[NH2:6][C:7]1[CH:15]=[CH:14][C:13](I)=[CH:12][C:8]=1[C:9]([OH:11])=[O:10].C(N(C(C)C)CC)(C)C.C(=O)([O-])[O-].[K+].[K+].[CH3:32][O:33][C:34]1[CH:39]=[CH:38][CH:37]=[CH:36][C:35]=1[C:40]1[C:48]2[C:43](=[N:44][CH:45]=[C:46](B3OC(C)(C)C(C)(C)O3)[CH:47]=2)[N:42]([S:58]([C:61]2[CH:66]=[CH:65][C:64]([CH3:67])=[CH:63][CH:62]=2)(=[O:60])=[O:59])[CH:41]=1>ClCCl>[CH3:5][O:4][C:2]([NH:6][C:7]1[CH:15]=[CH:14][C:13]([C:46]2[CH:47]=[C:48]3[C:40]([C:35]4[CH:36]=[CH:37][CH:38]=[CH:39][C:34]=4[O:33][CH3:32])=[CH:41][N:42]([S:58]([C:61]4[CH:62]=[CH:63][C:64]([CH3:67])=[CH:65][CH:66]=4)(=[O:60])=[O:59])[C:43]3=[N:44][CH:45]=2)=[CH:12][C:8]=1[C:9]([OH:11])=[O:10])=[O:3] |f:3.4.5|. Procedure details: Methyl chloroformate (0.88 ml, 11.4 mmol) was added to a solution of 2-amino-5-iodo-benzoic acid (2.50 g, 9.5 mmol) and di-iso-propyl ethyl amine (5.96 ml, 34.4 mmol) in dichloromethane (50 ml) and the resulting mixture stirred at room temperature for 4 hours. The solvent was evaporated and the residue used without further purification. MS: m/z 322.1 (M+H+). To this crude was added tetrahydrofuran/acetonitrile/50% w/v potassium carbonate (80 ml), 3-(2-methoxy-phenyl)-5-(4,4,5,5-tetramethyl-[1,3,... Procedure details: A solution of 476 mg (1.0 mmol) of 6-iodo-3-styryl-1-[2-(trimethyl-silanyl)ethoxymethyl]-1H-indazole, from Example 14 step (i), in dioxane (3 ml, degassed by sonication and bubbling argon), Pd(PPh3)4 (23 mg, 0.05 mmol), phenylboronic acid (302 mg, 2.5 mmol), and Na2CO3 (1.25 ml of a 2M aqueous solution, degassed as above) was heated at 90° C. for 2 h. The solution was then diluted with ethyl acetate (100 ml) and washed with brine (2×20 ml). The organic layer was dried over MgSO4, and concentrate... Reactants: IC1=CC=C2C(=NN(C2=C1)COCC[Si](C)(C)C)C=CC1=CC=CC=C1 (6-iodo-3-styryl-1-[2-(trimethyl-silanyl)ethoxymethyl]-1H-indazole), C1(=CC=CC=C1)B(O)O (phenylboronic acid), C(=O)([O-])[O-].[Na+].[Na+] (Na2CO3), aqueous solution. Reagents/catalysts: C=1C=CC(=CC1)[P](C=2C=CC=CC2)(C=3C=CC=CC3)[Pd]([P](C=4C=CC=CC4)(C=5C=CC=CC5)C=6C=CC=CC6)([P](C=7C=CC=CC7)(C=8C=CC=CC8)C=9C=CC=CC9)[P](C=1C=CC=CC1)(C=1C=CC=CC1)C=1C=CC=CC1 (Pd(PPh3)4). Run at temperature 90 celsius. RXN SMILES: I[C:2]1[CH:10]=[C:9]2[C:5]([C:6]([CH:19]=[CH:20][C:21]3[CH:26]=[CH:25][CH:24]=[CH:23][CH:22]=3)=[N:7][N:8]2[CH2:11][O:12][CH2:13][CH2:14][Si:15]([CH3:18])([CH3:17])[CH3:16])=[CH:4][CH:3]=1.[C:27]1(B(O)O)[CH:32]=[CH:31][CH:30]=[CH:29][CH:28]=1.C([O-])([O-])=O.[Na+].[Na+]>O1CCOCC1.C(OCC)(=O)C.C1C=CC([P]([Pd]([P](C2C=CC=CC=2)(C2C=CC=CC=2)C2C=CC=CC=2)([P](C2C=CC=CC=2)(C2C=CC=CC=2)C2C=CC=CC=2)[P](C2C=CC=CC=2)(C2C=CC=CC=2)C2C=CC=CC=2)(C2C=CC=CC=2)C2C=CC=CC=2)=CC=1>[C:27]1([C:2]2[CH:10]=[C:9]3[C:5]([C:6]([CH:19]=[CH:20][C:21]4[CH:26]=[CH:25][CH:24]=[CH:23][CH:22]=4)=[N:7][N:8]3[CH2:11][O:12][CH2:13][CH2:14][Si:15]([CH3:18])([CH3:17])[CH3:16])=[CH:4][CH:3]=2)[CH:32]=[CH:31][CH:30]=[CH:29][CH:28]=1 |f:2.3.4,^1:57,59,78,97|. Yield: 80.9%. Yields the product C1(=CC=CC=C1)C1=CC=C2C(=NN(C2=C1)COCC[Si](C)(C)C)C=CC1=CC=CC=C1 (6-phenyl-3-styryl-1-[2-(trimethyl-silanyl)ethoxymethyl]-1H-indazole). The solvent is O1CCOCC1 (dioxane), C(C)(=O)OCC (ethyl acetate).